describe an organic reaction: reactants, conditions, products, and yield From a dataset of the Open Reaction Database (ORD), a public repository of structured organic reaction records. Reactants: NC1=NC(=C(C2=C1N=CN2CCCCNC(C)=O)C)C (N-[4-(4-amino-6,7-dimethyl-1H-imidazo[4,5-c]pyridin-1-yl)butyl]acetamide). Solvent: Cl (hydrochloric acid). Conditions: temperature 100 celsius. The product is NCCCCN1C=NC=2C(=NC(=C(C21)C)C)N (1-(4-aminobutyl)-6,7-dimethyl-1H-imidazo[4,5-c]pyridin-4-amine). Isolated yield 80.9%. Reaction SMILES: [NH2:1][C:2]1[C:7]2[N:8]=[CH:9][N:10]([CH2:11][CH2:12][CH2:13][CH2:14][NH:15]C(=O)C)[C:6]=2[C:5]([CH3:19])=[C:4]([CH3:20])[N:3]=1>Cl>[NH2:15][CH2:14][CH2:13][CH2:12][CH2:11][N:10]1[C:6]2[C:5]([CH3:19])=[C:4]([CH3:20])[N:3]=[C:2]([NH2:1])[C:7]=2[N:8]=[CH:9]1. Procedure: A solution of N-[4-(4-amino-6,7-dimethyl-1H-imidazo[4,5-c]pyridin-1-yl)butyl]acetamide (˜2.1 g) in 6 N hydrochloric acid (30 mL) was sealed in a flask and then heated at 100° C. for about 30 hours. The reaction mixture was allowed to cool to ambient temperature and then filtered to remove any particulates. The filtrate was made basic (pH 14) with 25% sodium hydroxide and then extracted with chloroform (×2). The aqueous layer was combined with sodium chloride (20 g) and then extracted with chloro... Reactants: Cc1ccc([N+](=O)[O-])c(NC(C)C)c1, Cl, O, Cl[Sn]Cl. Product: Cc1ccc(N)c(NC(C)C)c1. As a reaction SMILES: [CH:1]([CH3:2])([CH3:3])[NH:4][c:5]1[c:6]([N+:12]([O-:13])=[O:14])[cH:7][cH:8][c:9]([CH3:11])[cH:10]1.[ClH:18].[OH2:19].[Sn:15]([Cl:16])[Cl:17]>>[CH:1]([CH3:2])([CH3:3])[NH:4][c:5]1[c:6]([NH2:12])[cH:7][cH:8][c:9]([CH3:11])[cH:10]1. Starting materials: BrC=1C=CC=2C3=C(C(=NC2C1)N)N=C(N3C[C@H]3OC(OC3)(C)C)COCC ((R)-7-Bromo-1-[(2,2-dimethyl-1,3-dioxolan-4-yl)methyl]-2-ethoxymethyl-1H-imidazo[4,5-c]quinolin-4-amine), N1=CC(=CC=C1)B(O)O (pyridine-3-boronic acid). Yields the product CC1(OC[C@H](O1)CN1C(=NC=2C(=NC=3C=C(C=CC3C21)C=2C=NC=CC2)N)COCC)C ((R)-1-[(2,2-dimethyl-1,3-dioxolan-4-yl)methyl]-2-ethoxymethyl-7-(pyridin-3-yl)-1H-imidazo[4,5-c]quinolin-4-amine). The yield is 65.5%. Reaction SMILES: Br[C:2]1[CH:3]=[CH:4][C:5]2[C:6]3[N:15]([CH2:16][C@@H:17]4[CH2:21][O:20][C:19]([CH3:23])([CH3:22])[O:18]4)[C:14]([CH2:24][O:25][CH2:26][CH3:27])=[N:13][C:7]=3[C:8]([NH2:12])=[N:9][C:10]=2[CH:11]=1.[N:28]1[CH:33]=[CH:32][CH:31]=[C:30](B(O)O)[CH:29]=1>>[CH3:22][C:19]1([CH3:23])[O:18][C@H:17]([CH2:16][N:15]2[C:6]3[C:5]4[CH:4]=[CH:3][C:2]([C:30]5[CH:29]=[N:28][CH:33]=[CH:32][CH:31]=5)=[CH:11][C:10]=4[N:9]=[C:8]([NH2:12])[C:7]=3[N:13]=[C:14]2[CH2:24][O:25][CH2:26][CH3:27])[CH2:21][O:20]1. Procedure details: (R)-7-Bromo-1-[(2,2-dimethyl-1,3-dioxolan-4-yl)methyl]-2-ethoxymethyl-1H-imidazo[4,5-c]quinolin-4-amine (3.0 g, 6.9 mmol) and pyridine-3-boronic acid (1.02 g, 8.27 mmol) were coupled according to the method described in Examples 118–121. The work-up procedure described in Part F of Examples 125–135 was followed. The crude product was purified by HPFC (eluting with chloroform:CMA in a gradient from 100:0 to 80:20) followed by recrystallization from acetonitrile to provide 1.96 g of (R)-1-[(2,2-di... The reactants are [Si](C)(C)(C(C)(C)C)OC(CCCCCCC1=CC=CC=C1)C=1OC(=CN1)C=1C=C(C=CC1)S(=O)(=O)N (3-(2-(1-(tert-Butyldimethylsilyloxy)-7-phenylheptyl)oxazol-5-yl)benzenesulfonamide), [Si](C)(C)(C(C)(C)C)OC(CCCCCCC1=CC=CC=C1)C=1OC(=CN1)[Sn](CCCC)(CCCC)CCCC (2-(1-(tert-butyldimethylsilyloxy)-7-phenylheptyl)-5-(tributylstannyl)oxazole), BrC=1C=C(C=CC1)S(=O)(=O)N (3-bromobenzenesulfonamide). Product: EtOAc hexanes, C1(=CC=CC=C1)CCCCCCC(=O)C=1OC(=CN1)C=1C=C(C=CC1)S(=O)(=O)N (3-(2-(7-Phenylheptanoyl)oxazol-5-yl)benzenesulfonamide). Yield: 91.0%. RXN SMILES: [Si]([O:8][CH:9]([C:22]1[O:23][C:24]([C:27]2[CH:28]=[C:29]([S:33]([NH2:36])(=[O:35])=[O:34])[CH:30]=[CH:31][CH:32]=2)=[CH:25][N:26]=1)[CH2:10][CH2:11][CH2:12][CH2:13][CH2:14][CH2:15][C:16]1[CH:21]=[CH:20][CH:19]=[CH:18][CH:17]=1)(C(C)(C)C)(C)C.[Si](OC(C1OC([Sn](CCCC)(CCCC)CCCC)=CN=1)CCCCCCC1C=CC=CC=1)(C(C)(C)C)(C)C.BrC1C=C(S(N)(=O)=O)C=CC=1>>[C:16]1([CH2:15][CH2:14][CH2:13][CH2:12][CH2:11][CH2:10][C:9]([C:22]2[O:23][C:24]([C:27]3[CH:28]=[C:29]([S:33]([NH2:36])(=[O:35])=[O:34])[CH:30]=[CH:31][CH:32]=3)=[CH:25][N:26]=2)=[O:8])[CH:21]=[CH:20][CH:19]=[CH:18][CH:17]=1. Reported procedure: 3-(2-(1-(tert-Butyldimethylsilyloxy)-7-phenylheptyl)oxazol-5-yl)benzenesulfonamide. The title compound was prepared from 2-(1-(tert-butyldimethylsilyloxy)-7-phenylheptyl)-5-(tributylstannyl)oxazole (75 mg, 0.113 mmol) and 3-bromobenzenesulfonamide following General Procedure A. Flash chromatography (10-30% EtOAc/hexanes) yielded the title compound as a white solid (55 mg, 91%): 1H NMR (CD3OD, 500 MHz) δ 8.24 (m, 1H), 7.92 (d, 1H, J=8.0 Hz), 7.74 (d, 1H, J=8.0 Hz), 7.64 (t, 1H, J=7.6 Hz), 7.58 (s... The reactants are NC1=NC(=NC=C1)C (4-amino-2-methylpyrimidine), Cl[Si](C)(C)C (chlorotrimethylsilane). The solvent is C[Si](N[Si](C)(C)C)(C)C (1,1,1,3,3,3-hexamethyldisilazane). Yields the product C[Si](N([Si](C)(C)C)C1=NC(=NC=C1)C)(C)C (4-(1,1,1,3,3,3-hexamethyl-disilazan-2-yl)-2-methyl-pyrimidine). Yield: 614.3%. As a reaction SMILES: [NH2:1][C:2]1[CH:7]=[CH:6][N:5]=[C:4]([CH3:8])[N:3]=1.Cl[Si:10]([CH3:13])([CH3:12])[CH3:11]>C[Si](C)(C)N[Si](C)(C)C>[CH3:11][Si:10]([CH3:13])([CH3:12])[N:1]([C:2]1[CH:7]=[CH:6][N:5]=[C:4]([CH3:8])[N:3]=1)[Si:10]([CH3:13])([CH3:12])[CH3:11]. Procedure details: A slurry of 4-amino-2-methylpyrimidine (2.04 g, 18.69 mmol) in 1,1,1,3,3,3-hexamethyldisilazane (40 mL) and chlorotrimethylsilane (0.36 mL, 2.8 mmol) was heated at 150° C. for 8 h. At this time, the reaction mixture was close to a homogeneous solution. The resulting slightly orange solution was then filtered to remove any remaining solids. The filtrate was concentrated in vacuo to afford 4-(1,1,1,3,3,3-hexamethyl-disilazan-2-yl)-2-methyl-pyrimidine as an off-white solid (2.18 g).